This data is from the Open Reaction Database (ORD), a public repository of structured organic reaction records. The task is: describe an organic reaction: reactants, conditions, products, and yield The reactants are O=C([O-])[O-], C1COCCN1, COC(=O)c1ccc(F)c2c1CC(C)(C)C(c1cccc(Br)c1)N2, CN(C)CC(=O)O, CS(C)=O, Cl, [Cu]I, [K+], [K+]. Product: COC(=O)c1ccc(F)c2c1CC(C)(C)C(c1cccc(N3CCOCC3)c1)N2. RXN SMILES: [C:39](=[O:40])([O-:41])[O-:42].[CH2:25]1[CH2:26][O:27][CH2:28][CH2:29][NH:30]1.[CH3:1][O:2][C:3](=[O:4])[c:5]1[c:6]2[c:11]([c:12]([F:15])[cH:13][cH:14]1)[NH:10][CH:9]([c:16]1[cH:17][c:18]([Br:22])[cH:19][cH:20][cH:21]1)[C:8]([CH3:23])([CH3:24])[CH2:7]2.[CH3:32][N:33]([CH3:34])[CH2:35][C:36]([OH:37])=[O:38].[CH3:45][S:46](=[O:47])[CH3:48].[ClH:31].[Cu:49][I:50].[K+:43].[K+:44]>>[CH3:1][O:2][C:3](=[O:4])[c:5]1[c:6]2[c:11]([c:12]([F:15])[cH:13][cH:14]1)[NH:10][CH:9]([c:16]1[cH:17][c:18]([N:30]3[CH2:25][CH2:26][O:27][CH2:28][CH2:29]3)[cH:19][cH:20][cH:21]1)[C:8]([CH3:23])([CH3:24])[CH2:7]2. The reactants are 48.2, ClC1=C(C=CC(=C1)Cl)C(CO)CC1=C(C=C(C=C1)Cl)Cl (2,3-bis(2,4-dichlorophenyl)-1-propanol), S(=O)(=O)(C)Cl (mesyl chloride), N1=CC=CC=C1 (pyridine). Reaction conditions: time 8 hour. The product is C(C)(C)OC(C)C (diisopropylether), 25.8, CS(=O)(=O)OCC(CC1=C(C=C(C=C1)Cl)Cl)C1=C(C=C(C=C1)Cl)Cl (2,3-bis(2,4-dichlorophenyl)-1-propanol methanesulfonate). RXN SMILES: [Cl:1][C:2]1[CH:7]=[C:6]([Cl:8])[CH:5]=[CH:4][C:3]=1[CH:9]([CH2:12][C:13]1[CH:18]=[CH:17][C:16]([Cl:19])=[CH:15][C:14]=1[Cl:20])[CH2:10][OH:11].[S:21](Cl)([CH3:24])(=[O:23])=[O:22].N1C=C[CH:29]=[CH:28][CH:27]=1>>[CH:28]([O:22][CH:18]([CH3:17])[CH3:13])([CH3:29])[CH3:27].[CH3:24][S:21]([O:11][CH2:10][CH:9]([C:3]1[CH:4]=[CH:5][C:6]([Cl:8])=[CH:7][C:2]=1[Cl:1])[CH2:12][C:13]1[CH:18]=[CH:17][C:16]([Cl:19])=[CH:15][C:14]=1[Cl:20])(=[O:23])=[O:22]. Reported procedure: To a stirred solution of 48.2 parts of 2,3-bis(2,4-dichlorophenyl)-1-propanol in 150 parts of pyridine are added dropwise 14 parts of mesyl chloride at room temperature. Upon completion, stirring at room temperature is continued overnight. The reaction mixture is poured onto water and the product is extracted twice with diisopropylether. The combined extracts are washed successively three times with a dilute hydrochloride acid solution and once with water, dried, filtered and evaporated. The res... Starting materials: [Br-], [Br-], [Br-], CCCC[N+](CCCC)(CCCC)CCCC, CCCC[N+](CCCC)(CCCC)CCCC, CCCC[N+](CCCC)(CCCC)CCCC, CCc1cccc(F)c1O, ClC(Cl)Cl. Product: CCc1cc(Br)cc(F)c1O. Reaction SMILES: [Br-:1].[Br-:2].[Br-:3].[CH2:21]([N+:22]([CH2:23][CH2:24][CH2:25][CH3:26])([CH2:27][CH2:28][CH2:29][CH3:30])[CH2:31][CH2:32][CH2:33][CH3:34])[CH2:35][CH2:36][CH3:37].[CH2:38]([N+:39]([CH2:40][CH2:41][CH2:42][CH3:43])([CH2:44][CH2:45][CH2:46][CH3:47])[CH2:48][CH2:49][CH2:50][CH3:51])[CH2:52][CH2:53][CH3:54].[CH2:4]([N+:5]([CH2:6][CH2:7][CH2:8][CH3:9])([CH2:10][CH2:11][CH2:12][CH3:13])[CH2:14][CH2:15][CH2:16][CH3:17])[CH2:18][CH2:19][CH3:20].[CH2:55]([CH3:56])[c:57]1[c:58]([OH:64])[c:59]([F:63])[cH:60][cH:61][cH:62]1.[Cl:65][CH:66]([Cl:67])[Cl:68]>>[Br:1][c:61]1[cH:60][c:59]([F:63])[c:58]([OH:64])[c:57]([CH2:55][CH3:56])[cH:62]1. Starting materials: ClC1=CC(=C(C(=O)N)C=C1)O (4-chloro-2-hydroxybenzamide), C(=O)([O-])[O-].[K+].[K+] (K2CO3), C(C1=CC=CC=C1)Br (benzyl bromide), O (water). The solvent is C(C)#N (acetonitrile). Conditions: temperature 80 celsius. The product is C(C1=CC=CC=C1)Br (benzyl bromide), C(C1=CC=CC=C1)OC1=C(C(=O)N)C=CC(=C1)Cl (2-(Benzyloxy)-4-chlorobenzamide). Yield: 107.7%. Reaction SMILES: [Cl:1][C:2]1[CH:10]=[CH:9][C:5]([C:6]([NH2:8])=[O:7])=[C:4]([OH:11])[CH:3]=1.C([O-])([O-])=O.[K+].[K+].[CH2:18]([Br:25])[C:19]1[CH:24]=[CH:23][CH:22]=[CH:21][CH:20]=1.O>C(#N)C>[CH2:18]([Br:25])[C:19]1[CH:24]=[CH:23][CH:22]=[CH:21][CH:20]=1.[CH2:18]([O:11][C:4]1[CH:3]=[C:2]([Cl:1])[CH:10]=[CH:9][C:5]=1[C:6]([NH2:8])=[O:7])[C:19]1[CH:24]=[CH:23][CH:22]=[CH:21][CH:20]=1 |f:1.2.3|. Procedure: To a solution of 4-chloro-2-hydroxybenzamide (0.608 g, 3.54 mmol) in acetonitrile (50 ml) was added dried K2CO3 (1.71 g, 12.40 mmol) followed by benzyl bromide (0.63 ml, 5.32 mmol) and the resulting reaction mixture was refluxed at 80° C. for 16 h. After the completion of the reaction (TLC monitoring), water was added followed by extraction with EtOAc (3×100 ml). The combined organics was dried over anhydrous Na2SO4, filtered and concentrated. The residue was washed repeatedly with hexane to get...